Dataset: the Open Reaction Database (ORD), a public repository of structured organic reaction records. Task: describe an organic reaction: reactants, conditions, products, and yield Reactants: Br.C(C1=CC=CC=C1)(=O)C=1N=C2N(C=C(C=C2)C(=O)O)C1 (2-benzoylimidazo[1,2-a]pyridine-6-carboxylic acid hydrobromide), CCN=C=NCCCN(C)C.Cl (EDCI hydrochloride), C=1C=CC2=C(C1)N=NN2O (HOBT), solution, CNC (dimethylamine). Solvent: CN(C)C=O (DMF), C1CCOC1 (THF). Run at temperature 20 celsius, time 2 hour. The product is C(C1=CC=CC=C1)(=O)C=1N=C2N(C=C(C=C2)C(=O)N(C)C)C1 (2-benzoyl-N,N-dimethylimidazo[1,2-a]pyridine-6-carboxamide). The yield is 22.5%. As a reaction SMILES: Br.[C:2]([C:10]1[N:11]=[C:12]2[CH:17]=[CH:16][C:15]([C:18]([OH:20])=O)=[CH:14][N:13]2[CH:21]=1)(=[O:9])[C:3]1[CH:8]=[CH:7][CH:6]=[CH:5][CH:4]=1.C[CH2:23][N:24]=[C:25]=NCCCN(C)C.Cl.C1C=CC2N(O)N=NC=2C=1.CNC>CN(C=O)C.C1COCC1>[C:2]([C:10]1[N:11]=[C:12]2[CH:17]=[CH:16][C:15]([C:18]([N:24]([CH3:25])[CH3:23])=[O:20])=[CH:14][N:13]2[CH:21]=1)(=[O:9])[C:3]1[CH:4]=[CH:5][CH:6]=[CH:7][CH:8]=1 |f:0.1,2.3|. Procedure: A solution of 0.21 g of 2-benzoylimidazo[1,2-a]pyridine-6-carboxylic acid hydrobromide, 0.35 g of EDCI hydrochloride and 0.294 g of HOBT in 7 mL of DMF is stirred for 30 minutes at 20° C., followed by addition of 1 mL of a 1 M solution of dimethylamine in THF, and the mixture is stirred for 2 hours at 20° C. The reaction mixture is concentrated to dryness and then taken up in 100 mL of water and 200 mL of ethyl acetate. The organic phase is separated out, dried and evaporated. The residue is pur... The reactants are OC1=CC=C(C=C1)CCCCN1N=CN=C1 (1-[4-(4-hydroxyphenyl)butyl]-1,2,4-triazole), ClCC=1N=C(OC1)C1=CC2=CC=CC=C2CC1 (4-chloromethyl-2-(3,4-dihydro-2-naphthyl) oxazole), C([O-])([O-])=O.[K+].[K+] (potassium carbonate), CN(C=O)C (N,N-dimethylformamide). The solvent is O (water). Run at temperature 80 celsius, time 6 hour. Product: C1=C(CCC2=CC=CC=C12)C=1OC=C(N1)COC1=CC=C(C=C1)CCCCN1N=CN=C1 (1-[4-[4-[2-(3,4-dihydro-2-naphthyl)-4-oxazolylmethoxy]phenyl]butyl]-1,2,4-triazole). The yield is 49.0%. As a reaction SMILES: [OH:1][C:2]1[CH:7]=[CH:6][C:5]([CH2:8][CH2:9][CH2:10][CH2:11][N:12]2[CH:16]=[N:15][CH:14]=[N:13]2)=[CH:4][CH:3]=1.Cl[CH2:18][C:19]1[N:20]=[C:21]([C:24]2[CH2:33][CH2:32][C:31]3[C:26](=[CH:27][CH:28]=[CH:29][CH:30]=3)[CH:25]=2)[O:22][CH:23]=1.C(=O)([O-])[O-].[K+].[K+].CN(C)C=O>O>[CH:25]1[C:26]2[C:31](=[CH:30][CH:29]=[CH:28][CH:27]=2)[CH2:32][CH2:33][C:24]=1[C:21]1[O:22][CH:23]=[C:19]([CH2:18][O:1][C:2]2[CH:7]=[CH:6][C:5]([CH2:8][CH2:9][CH2:10][CH2:11][N:12]3[CH:16]=[N:15][CH:14]=[N:13]3)=[CH:4][CH:3]=2)[N:20]=1 |f:2.3.4|. Procedure details: A mixture of 1-[4-(4-hydroxyphenyl)butyl]-1,2,4-triazole (450 mg), 4-chloromethyl-2-(3,4-dihydro-2-naphthyl) oxazole (565 mg), potassium carbonate (290 mg) and N,N-dimethylformamide (10 ml) was stirred for 6 hours at 80° C. The reaction mixture was poured into water and extracted with ethyl acetate. The ethyl acetate layer was washed with water, dried (MgSO4), and concentrated. The residue was subjected to a silica gel column chromatography. A crystalline product obtained from the fraction elute...